This data is from the Open Reaction Database (ORD), a public repository of structured organic reaction records. The task is: describe an organic reaction: reactants, conditions, products, and yield The yield is 95.0%. The reactants are O1C(OCCC1)C=1C=CC(=NC1)C1=CC2=NC=CC(=C2S1)OC1=C(C=C(N)C=C1)F (4-(2-(5-(1,3-dioxan-2-yl)pyridin-2-yl)thieno[3,2-b]pyridin-7-yloxy)-3-fluoroaniline), O1C(OCC1)C=1C=CC(=NC1)C1=CC2=NC=CC(=C2S1)OC1=C(C=C(C=C1)[N+](=O)[O-])F (2-(5-(1,3-Dioxolan-2-yl)pyridin-2-yl)-7-(2-fluoro-4-nitrophenoxy)thieno[3,2-b]pyridine). Procedure: Following the procedure described above for the synthesis of compound 31 (Scheme 8) but substituting compound 30 for compound 37, title compound 38 was obtained in 95% yield. 1H NMR (400 MHz, DMSO-d6) δ (ppm): 8.68 (d, J=1.8 Hz, 1H), 8.50 (d, J=5.5 Hz, 1H), 8.36 (s, 1H), 8.29 (d, J=8.2 Hz, 1H), 7.96 (dd, J=8.2, 2.0 Hz, 1H), 7.11 (t, J=9.0 Hz, 1H), 6.60 (d, J=5.3 Hz, 1H), 6.53 (dd, J=13.1, 2.5 Hz, 1H), 6.44 (dd, J=8.7, 1.9 Hz, 1H), 5.87 (s, 1H), 5.55 (s, 2H), 4.11-4.07 (m, 2H), 4.00-3.97 (m, 2H).... As a reaction SMILES: [O:1]1C[CH2:5][CH2:4][O:3][CH:2]1[C:7]1[CH:8]=[CH:9][C:10]([C:13]2[S:21][C:20]3[C:15](=[N:16][CH:17]=[CH:18][C:19]=3[O:22][C:23]3[CH:29]=[CH:28][C:26]([NH2:27])=[CH:25][C:24]=3[F:30])[CH:14]=2)=[N:11][CH:12]=1.O1CCOC1C1C=CC(C2SC3C(=NC=CC=3OC3C=CC([N+]([O-])=O)=CC=3F)C=2)=NC=1>>[O:3]1[CH2:4][CH2:5][O:1][CH:2]1[C:7]1[CH:8]=[CH:9][C:10]([C:13]2[S:21][C:20]3[C:15](=[N:16][CH:17]=[CH:18][C:19]=3[O:22][C:23]3[CH:29]=[CH:28][C:26]([NH2:27])=[CH:25][C:24]=3[F:30])[CH:14]=2)=[N:11][CH:12]=1. Yields the product O1C(OCC1)C=1C=CC(=NC1)C1=CC2=NC=CC(=C2S1)OC1=C(C=C(N)C=C1)F (4-(2-(5-(1,3-Dioxolan-2-yl)pyridin-2-yl)thieno[3,2-b]pyridin-7-yloxy)-3-fluoroaniline). The reactants are O1CCC2=C1C=CC(=C2)CO ((2,3-dihydrobenzofuran-5-yl)methanol), P(Br)(Br)Br (phosphorous tribromide), O (water). Solvent: O1CCCC1 (tetrahydrofuran). Conditions: time 20 minute. Yields the product BrCC=1C=CC2=C(CCO2)C1 (5-bromomethyl-2,3-dihydrobenzofuran). The yield is 100.4%. Reaction SMILES: [O:1]1[C:5]2[CH:6]=[CH:7][C:8]([CH2:10]O)=[CH:9][C:4]=2[CH2:3][CH2:2]1.P(Br)(Br)[Br:13].O>O1CCCC1>[Br:13][CH2:10][C:8]1[CH:7]=[CH:6][C:5]2[O:1][CH2:2][CH2:3][C:4]=2[CH:9]=1. Procedure: To a solution of (2,3-dihydrobenzofuran-5-yl)methanol (29.0 g, 0.193 mol) in tetrahydrofuran (150 mL) was added phosphorous tribromide (34.8 g, 0.129 mol) under ice/salt-cooling. The mixture was stirred for 20 minutes and then poured into water. The mixture was extracted with ethyl acetate. The extract was washed with brine, dried over anhydrous magnesium sulfate and evaporated to afford the title compound (yield 27.6 g, 91%). Run at temperature 60 celsius. As a reaction SMILES: C1([C@@H]([NH:9][C@H:10]2[CH2:15][CH2:14][CH2:13][CH2:12][C@@H:11]2[CH2:16][OH:17])C)C=CC=CC=1>[Pd].CO>[NH2:9][C@H:10]1[CH2:15][CH2:14][CH2:13][CH2:12][C@@H:11]1[CH2:16][OH:17]. The reactants are C1(=CC=CC=C1)[C@H](C)N[C@@H]1[C@H](CCCC1)CO (((1S,2S)-2-((S)-1-phenylethylamino)cyclohexyl)methanol). Product: N[C@@H]1[C@H](CCCC1)CO (((1S,2S)-2-Aminocyclohexyl)methanol). Reagents/catalysts: [Pd] (Palladium on carbon). Procedure details: 5% Palladium on carbon (0.05 g) was added to a solution of (1S,2S)-2-[(S)-1-phenylethyl amino]cyclohexyl)methanol (11, 0.5 g, 0.002 mol) dissolved in methanol (15 mL). The mixture was heated at 60° C. under hydrogen (14.5 psi) atmosphere for NLT 3 h. The mixture was cooled to room temperature, flushed with nitrogen, the catalyst was filtered and washed with fresh methanol (10 mL). The combined filtrate was concentrated under vacuum to afford 0.28 g of ((1S,2S)-2-aminocyclohexyl)methanol (17) in ... Isolated yield 108.4%. The solvent is CO (methanol). Starting materials: CCOC(=O)c1ccc(NC(C)=O)c(-c2c(C)cc(O)cc2C)c1, O=C([O-])[O-], CN(C)C=O, [K+], [K+], C1CC2(CCS1)CO2. Product: CCOC(=O)c1ccc(NC(C)=O)c(-c2c(C)cc(OCC3(O)CCSCC3)cc2C)c1. Reaction SMILES: [C:1]([CH3:2])(=[O:3])[NH:4][c:5]1[cH:6][cH:7][c:8]([C:20](=[O:21])[O:22][CH2:23][CH3:24])[cH:9][c:10]1-[c:11]1[c:12]([CH3:19])[cH:13][c:14]([OH:18])[cH:15][c:16]1[CH3:17].[C:33](=[O:34])([O-:35])[O-:36].[CH3:39][N:40]([CH3:41])[CH:42]=[O:43].[K+:37].[K+:38].[O:25]1[CH2:26][C:27]12[CH2:28][CH2:29][S:30][CH2:31][CH2:32]2>>[C:1]([CH3:2])(=[O:3])[NH:4][c:5]1[cH:6][cH:7][c:8]([C:20](=[O:21])[O:22][CH2:23][CH3:24])[cH:9][c:10]1-[c:11]1[c:12]([CH3:19])[cH:13][c:14]([O:18][CH2:26][C:27]2([OH:25])[CH2:28][CH2:29][S:30][CH2:31][CH2:32]2)[cH:15][c:16]1[CH3:17]. Reactants: C1(=CC=CC=C1)N1CCNCC1 (1-phenylpiperazine), BrCCCCN1C(C=2C(C1=O)=CC=CC2)=O (N-(4-bromobutyl)phthalimide), C(=O)([O-])[O-].[K+].[K+] (K2CO3). Run in CCN(CC)CC (Et3N), CN(C)C=O (DMF). Yields the product C1(=CC=CC=C1)N1CCN(CC1)CCN1C(C=2C(C1=O)=CC=CC2)=O (N-[2-(4-Phenylpiperazin-1-yl)-ethyl]-phthalimide), 2.70. Isolated yield 95.0%. Reaction SMILES: [C:1]1([N:7]2[CH2:12][CH2:11][NH:10][CH2:9][CH2:8]2)[CH:6]=[CH:5][CH:4]=[CH:3][CH:2]=1.BrCC[CH2:16][CH2:17][N:18]1[C:22](=[O:23])[C:21]2=[CH:24][CH:25]=[CH:26][CH:27]=[C:20]2[C:19]1=[O:28].C([O-])([O-])=O.[K+].[K+]>CCN(CC)CC.CN(C=O)C>[C:1]1([N:7]2[CH2:12][CH2:11][N:10]([CH2:16][CH2:17][N:18]3[C:22](=[O:23])[C:21]4=[CH:24][CH:25]=[CH:26][CH:27]=[C:20]4[C:19]3=[O:28])[CH2:9][CH2:8]2)[CH:6]=[CH:5][CH:4]=[CH:3][CH:2]=1 |f:2.3.4|. Reported procedure: 1-Phenylpiperazine 2 (2.21 g, 7.81 mmol) was reacted with N-(4-bromobutyl)phthalimide (1.26 g, 7.81 mmol) in the presence of K2CO3 (8.0 g) in Et3N (1.0 mL) and DMF (20 mL) to give a yellow solid 3a, 2.70 (95%) (Procedure A). 1H NMR (CDCl3) 1.55-1.82 (m, 4H, CH2CH2), 2.40-2.45 (t, J=7.5 Hz, 2H, NCH2), 2.57-2.61 (t, J=4.8 HZ, 4H, N(CH2)2), 3.17-3.20 (t, J=4.8 Hz, 4H, N(CH2)2), 3.71-3.75 (t, J=6.7 Hz, 2H, NCH2), 6.82-6.94 (3H, Ar—H), 7.23-7.28 (m, 2H, Ar—H), 7.70-7.74 (m, 2H, Ar—H), 7.83-7.86 (m, 2... Starting materials: BrC1=CN=C2N(C1=O)CCN2C2=CC=CC=C2 (6-bromo-1-phenyl-2,3-dihydroimidazo[1,2-a]pyrimidin-5(1H)-one), C(C1=CC=CC=C1)OC1=C(C=C(C=C1)B(O)O)F (4-(benzyloxy)-3-fluorophenylboronic acid), [Cl-].[Li+] (lithium chloride). Reagents/catalysts: C=1C=CC(=CC1)[P](C=2C=CC=CC2)(C=3C=CC=CC3)[Pd]([P](C=4C=CC=CC4)(C=5C=CC=CC5)C=6C=CC=CC6)([P](C=7C=CC=CC7)(C=8C=CC=CC8)C=9C=CC=CC9)[P](C=1C=CC=CC1)(C=1C=CC=CC1)C=1C=CC=CC1 (Pd(PPh3)4). Run in O1CCOCC1 (dioxane), C(=O)([O-])[O-].[Na+].[Na+] (Na2CO3). Conditions: temperature 100 celsius, time 30 minute. The product is C(C1=CC=CC=C1)OC1=C(C=C(C=C1)C1=CN=C2N(C1=O)CCN2C2=CC=CC=C2)F (6-(4-(benzyloxy)-3-fluorophenyl)-1-phenyl-2,3-dihydroimidazo[1,2-a]pyrimidin-5(1H)-one). As a reaction SMILES: Br[C:2]1[C:7](=[O:8])[N:6]2[CH2:9][CH2:10][N:11]([C:12]3[CH:17]=[CH:16][CH:15]=[CH:14][CH:13]=3)[C:5]2=[N:4][CH:3]=1.[CH2:18]([O:25][C:26]1[CH:31]=[CH:30][C:29](B(O)O)=[CH:28][C:27]=1[F:35])[C:19]1[CH:24]=[CH:23][CH:22]=[CH:21][CH:20]=1.[Cl-].[Li+]>O1CCOCC1.C([O-])([O-])=O.[Na+].[Na+].C1C=CC([P]([Pd]([P](C2C=CC=CC=2)(C2C=CC=CC=2)C2C=CC=CC=2)([P](C2C=CC=CC=2)(C2C=CC=CC=2)C2C=CC=CC=2)[P](C2C=CC=CC=2)(C2C=CC=CC=2)C2C=CC=CC=2)(C2C=CC=CC=2)C2C=CC=CC=2)=CC=1>[CH2:18]([O:25][C:26]1[CH:31]=[CH:30][C:29]([C:2]2[C:7](=[O:8])[N:6]3[CH2:9][CH2:10][N:11]([C:12]4[CH:17]=[CH:16][CH:15]=[CH:14][CH:13]=4)[C:5]3=[N:4][CH:3]=2)=[CH:28][C:27]=1[F:35])[C:19]1[CH:20]=[CH:21][CH:22]=[CH:23][CH:24]=1 |f:2.3,5.6.7,^1:53,55,74,93|. Reported procedure: A suspension of 6-bromo-1-phenyl-2,3-dihydroimidazo[1,2-a]pyrimidin-5(1H)-one (0.075 g, 0.257 mmol), 4-(benzyloxy)-3-fluorophenylboronic acid (0.076 g, 0.308 mmol), Pd(PPh3)4 (0.015 g, 0.013 mmol) and lithium chloride (0.044 g, 1.03 mmol) in dioxane (2 mL) and 2M aqueous Na2CO3 was stirred at 100° C. for 30 minutes. The reaction mixture was cooled to room temperature and then partitioned between EtOAc and H2O. The layers were separated and the aqueous layer was re-extracted with EtOAc (1×). The ...